Dataset: the Open Reaction Database (ORD), a public repository of structured organic reaction records. Task: describe an organic reaction: reactants, conditions, products, and yield Starting materials: NNC(=S)N (Thiosemicarbazide), O=C(CNC(C)=O)C1=CC=CC=C1 (N-(2-oxo-2-phenyl-ethyl)-acetamide), Cl (HCl), O (water). Solvent: CO (methanol). Yields the product NC(=S)NN=C(CNC(C)=O)C1=CC=CC=C1 (N-[2-[(Aminothioxomethyl)hydrazono]-2-phenylethyl]acetamide). The yield is 78.0%. As a reaction SMILES: [NH2:1][NH:2][C:3]([NH2:5])=[S:4].O=[C:7]([C:13]1[CH:18]=[CH:17][CH:16]=[CH:15][CH:14]=1)[CH2:8][NH:9][C:10](=[O:12])[CH3:11].Cl.O>CO>[NH2:5][C:3]([NH:2][N:1]=[C:7]([C:13]1[CH:18]=[CH:17][CH:16]=[CH:15][CH:14]=1)[CH2:8][NH:9][C:10](=[O:12])[CH3:11])=[S:4]. Procedure: Thiosemicarbazide (1.98 g, 20 mmol) was added to a solution of N-(2-oxo-2-phenyl-ethyl)-acetamide (3.84 g, 20 mmol, prepared in the previous step, in 70 ml of methanol plus 5.4 ml of 1N HCl plus 5.0 ml of water and the reaction stirred at room temperature overnight. The solid formed was collected by filtration and dried to give 3.9 g (78%) of the title compound as a white solid, mp 208-211° C.